From a dataset of the Open Reaction Database (ORD), a public repository of structured organic reaction records. describe an organic reaction: reactants, conditions, products, and yield Yields the product C[N+](C)(C)CC1CCc2[nH]c3ccccc3c2C1=O, [I-]. The reactants are CN(C)CC1CCc2[nH]c3ccccc3c2C1=O, CI. Reaction SMILES: [CH3:1][N:2]([CH3:3])[CH2:4][CH:5]1[CH2:6][CH2:7][c:8]2[nH:9][c:10]3[cH:11][cH:12][cH:13][cH:14][c:15]3[c:16]2[C:17]1=[O:18].[I:19][CH3:20]>>[CH3:1][N+:2]([CH3:3])([CH2:4][CH:5]1[CH2:6][CH2:7][c:8]2[nH:9][c:10]3[cH:11][cH:12][cH:13][cH:14][c:15]3[c:16]2[C:17]1=[O:18])[CH3:20].[I-:19].